Dataset: the Open Reaction Database (ORD), a public repository of structured organic reaction records. Task: describe an organic reaction: reactants, conditions, products, and yield Starting materials: CN(C)CCN1C(=O)c2ccc3[nH]c4ccc(Cl)cc4c3c2C1=O, CI, CN(C)C=O. Product: C[N+](C)(C)CCN1C(=O)c2ccc3[nH]c4ccc(Cl)cc4c3c2C1=O, [I-]. Reaction SMILES: [CH3:1][N:2]([CH2:3][CH2:4][N:5]1[C:6](=[O:7])[c:8]2[cH:9][cH:10][c:11]3[nH:12][c:13]4[cH:14][cH:15][c:16]([Cl:23])[cH:17][c:18]4[c:19]3[c:20]2[C:21]1=[O:22])[CH3:24].[CH3:25][I:26].[CH3:27][N:28]([CH3:29])[CH:30]=[O:31]>>[CH3:1][N+:2]([CH2:3][CH2:4][N:5]1[C:6](=[O:7])[c:8]2[cH:9][cH:10][c:11]3[nH:12][c:13]4[cH:14][cH:15][c:16]([Cl:23])[cH:17][c:18]4[c:19]3[c:20]2[C:21]1=[O:22])([CH3:24])[CH3:25].[I-:26]. Starting materials: C1NCCC2=CC=CC=C12 (1,2,3,4-tetrahydroisoquinoline), [Se](=O)=O (selenium dioxide), OO (hydrogen peroxide). Solvent: CO (methanol). Run at time 20 hour. Yields the product C1=[N+](CCC2=CC=CC=C12)[O-] (3,4-Dihydro-isoquinoline 2-oxide). The yield is 1261.9%. Reaction SMILES: [CH2:1]1[C:10]2[C:5](=[CH:6][CH:7]=[CH:8][CH:9]=2)[CH2:4][CH2:3][NH:2]1.[Se](=O)=[O:12].OO>CO>[CH:1]1[C:10]2[C:5](=[CH:6][CH:7]=[CH:8][CH:9]=2)[CH2:4][CH2:3][N+:2]=1[O-:12]. Procedure: A mixture of 1.00 g of 1,2,3,4-tetrahydroisoquinoline, 0.042 g of selenium dioxide, 2.30 ml of 30% hydrogen peroxide in 20 ml of methanol is stirred at room temperature for 20 hours. The reaction mixture is concentrated in vacuo to a residue which is diluted with water and extracted with chloroform. The organic layer is dried and evaporated in vacuo to a residue which is purified by column chromatography on silica gel by elution with 99:1 methanol-chloroform to give 0.703 g of the desired produc... The reactants are [Cl-].[Na+] (sodium chloride), O(C1=CC=CC=C1)P(=O)(OC1=CC=CC=C1)OC=1[C@@H]([C@@H]2N(C1C(=O)OCC1=CC=C(C=C1)[N+](=O)[O-])C([C@@H]2[C@@H](C)O)=O)C (p-nitrobenzyl (1R, 5S, 6S)-2-diphenoxyphosphoryloxy-6-[(R)-1-hydroxyethyl]-1-methyl-1-carbapen-2-em-3-carboxylate), [OH-].[Na+] (sodium hydroxide), C(C)(=O)S[C@H]1C[C@H](N(C1)C(=O)OCC1=CC=C(C=C1)[N+](=O)[O-])C[C@@H]1C[C@H](N(C1)C(=O)OCC1=CC=C(C=C1)[N+](=O)[O-])CO ((2R, 4S)-4-acetylthio-2-[(2S,4R)-2-hydroxymethyl-N-(p-nitrobenzyloxycarbonyl)pyrrolidin-4-ylmethyl]-N-(p-nitrobenzyloxycarbonyl)pyrrolidine), Cl (hydrochloric acid). Solvent: C(Cl)Cl (methylene chloride), CO (methanol). Run at time 20 minute. Yields the product O[C@H](C)[C@@H]1[C@@H]2N(C(=C([C@@H]2C)S[C@H]2C[C@H](NC2)C[C@@H]2C[C@H](N(C2)C(=O)OCC2=CC=C(C=C2)[N+](=O)[O-])CO)C(=O)OCC2=CC=C(C=C2)[N+](=O)[O-])C1=O (p-nitrobenzyl (1R, 5S, 6S)-6-[(R)-1-hydroxyethyl]-2-[(2R, 4S)-2-[(2S, 4R)-2-hydroxymethyl-N-(p-nitrobenzyloxycarbonyl)pyrrolidin-4-ylmethyl]pyrrolidin-4-ylthio]-1-methyl-1-carbapen-2-em-3-carboxylate). The yield is 79.3%. Reaction SMILES: C([S:4][C@@H:5]1[CH2:9][N:8](C(OCC2C=CC([N+]([O-])=O)=CC=2)=O)[C@H:7]([CH2:23][C@H:24]2[CH2:28][N:27]([C:29]([O:31][CH2:32][C:33]3[CH:38]=[CH:37][C:36]([N+:39]([O-:41])=[O:40])=[CH:35][CH:34]=3)=[O:30])[C@H:26]([CH2:42][OH:43])[CH2:25]2)[CH2:6]1)(=O)C.[OH-:44].[Na+].Cl.[Cl-].[Na+].O(P(O[C:66]1[C@H:67]([CH3:90])[C@H:68]2[C@@H:85]([C@H:86](O)[CH3:87])[C:84](=[O:89])[N:69]2[C:70]=1[C:71]([O:73][CH2:74][C:75]1[CH:80]=[CH:79][C:78]([N+:81]([O-:83])=[O:82])=[CH:77][CH:76]=1)=[O:72])(OC1C=CC=CC=1)=O)C1C=CC=CC=1>C(Cl)Cl.CO>[OH:44][C@@H:86]([C@H:85]1[C:84](=[O:89])[N:69]2[C:70]([C:71]([O:73][CH2:74][C:75]3[CH:76]=[CH:77][C:78]([N+:81]([O-:83])=[O:82])=[CH:79][CH:80]=3)=[O:72])=[C:66]([S:4][C@@H:5]3[CH2:9][NH:8][C@H:7]([CH2:23][C@H:24]4[CH2:28][N:27]([C:29]([O:31][CH2:32][C:33]5[CH:34]=[CH:35][C:36]([N+:39]([O-:41])=[O:40])=[CH:37][CH:38]=5)=[O:30])[C@H:26]([CH2:42][OH:43])[CH2:25]4)[CH2:6]3)[C@H:67]([CH3:90])[C@H:68]12)[CH3:87] |f:1.2,4.5|. Procedure details: (2R, 4S)-4-acetylthio-2-[(2S,4R)-2-hydroxymethyl-N-(p-nitrobenzyloxycarbonyl)pyrrolidin-4-ylmethyl]-N-(p-nitrobenzyloxycarbonyl)pyrrolidine (150 mg, 0.24 mmol) was dissolved in a solution comprising methylene chloride (0.5 ml) and methanol (1.5 ml). A 2N sodium hydroxide aqueous solution (0.18 ml, 0.36 mmol) was dropwise added under cooling with ice in a nitrogen stream, and the reaction mixture solution was stirred for 20 minutes. After a 6N hydrochloric acid (0.06 ml, 0.36 mmol) was added to t... Starting materials: CCOCC (ether), C(C)(=O)N1C(=NC(C1=O)(C)C(C)C)C1=C(C(=O)OC)C=CC(=N1)C (methyl 2-(1-acetyl-4-isopropyl-4-methyl-5-oxo-2-imidazolin-2-yl)-6-methylnicotinate), ClC1=CC(=CC=C1)C(=O)OO (M-chloroperbenzoic acid). The solvent is C(Cl)Cl (methylene chloride). Yields the product C(C)(=O)N1C(=NC(C1=O)(C)C(C)C)C1=C(C(=O)OC)C=CC(=[N+]1[O-])C (methyl 2-(1-acetyl-4-isopropyl-4-methyl-5-oxo-2-imidazolin-2-yl)-6 -methylnicotinate-1-oxide). Reaction SMILES: [C:1]([N:4]1[C:8](=[O:9])[C:7]([CH:11]([CH3:13])[CH3:12])([CH3:10])[N:6]=[C:5]1[C:14]1[N:23]=[C:22]([CH3:24])[CH:21]=[CH:20][C:15]=1[C:16]([O:18][CH3:19])=[O:17])(=[O:3])[CH3:2].ClC1C=CC=C(C(OO)=[O:33])C=1.CCOCC>C(Cl)Cl>[C:1]([N:4]1[C:8](=[O:9])[C:7]([CH:11]([CH3:13])[CH3:12])([CH3:10])[N:6]=[C:5]1[C:14]1[N+:23]([O-:33])=[C:22]([CH3:24])[CH:21]=[CH:20][C:15]=1[C:16]([O:18][CH3:19])=[O:17])(=[O:3])[CH3:2]. Reported procedure: A solution of 29 g of methyl 2-(1-acetyl-4-isopropyl-4-methyl-5-oxo-2-imidazolin-2-yl)-6-methylnicotinate and 28.7 g of 80% M-chloroperbenzoic acid in 250 mL of methylene chloride is stirred and heated at reflux for 31/2 hours. The reaction mixture is filtered, and the solid is thoroughly washed with methylene chloride. The combined filtrates are cooled and treated cautiously with saturated aqueous sodium bisulfite until a negative starch-iodide test is obtained. The mixture is again filtered, a... The reactants are [O-][V](=O)=O (vanadate), [O-][Mo](=O)(=O)[O-] (molybdate), [N+](=O)(O)[O-] (nitric acid). The product is [O-][Mo](=O)(=O)[O-].[O-][V](=O)=O (Molybdate Vanadate). RXN SMILES: [O-:1][V:2](=[O:4])=[O:3].[O-:5][Mo:6]([O-:9])(=[O:8])=[O:7].[N+]([O-])(O)=O>>[O-:8][Mo:6]([O-:9])(=[O:7])=[O:5].[O-:4][V:2](=[O:3])=[O:1] |f:3.4|. Procedure details: 1 part vanadate solution (0,24% ammonium vanadate) +1 part molybdate solution are mixed. 2 parts 21,7% nitric acid solution are added. Yields the product ClC1=C(C(=CC(=C1)C(F)(F)F)Cl)N1N=C(C(=C1)C#C)C (1-(2,6-dichloro-4-trifluoromethylphenyl)-4-ethynyl-3-methylpyrazole). Procedure details: To a stirred solution of 1-(2,6-dichloro-4-trifluoromethylphenyl)-3-methyl4-trimethylsilylethynylpyrazole (0.82 g) in methanol (15 ml) was added potassium carbonate (0.75 g). After 3 hours at room temperature the reaction mixture was poured into water (100 ml) and extracted with ether (50 ml, ×2). The combined organic layers were washed with brine, dried and evaporated to provide the title compound as a light beige gum. Solvent: CO (methanol). The reactants are ClC1=C(C(=CC(=C1)C(F)(F)F)Cl)N1N=C(C(=C1)C#C[Si](C)(C)C)C (1-(2,6-dichloro-4-trifluoromethylphenyl)-3-methyl4-trimethylsilylethynylpyrazole), C([O-])([O-])=O.[K+].[K+] (potassium carbonate), O (water). As a reaction SMILES: [Cl:1][C:2]1[CH:7]=[C:6]([C:8]([F:11])([F:10])[F:9])[CH:5]=[C:4]([Cl:12])[C:3]=1[N:13]1[CH:17]=[C:16]([C:18]#[C:19][Si](C)(C)C)[C:15]([CH3:24])=[N:14]1.C(=O)([O-])[O-].[K+].[K+].O>CO>[Cl:1][C:2]1[CH:7]=[C:6]([C:8]([F:9])([F:10])[F:11])[CH:5]=[C:4]([Cl:12])[C:3]=1[N:13]1[CH:17]=[C:16]([C:18]#[CH:19])[C:15]([CH3:24])=[N:14]1 |f:1.2.3|. The reactants are CCOC(=O)CC(=O)OC(C)(C)C, COCCOC, Cl, O=C(Cl)c1ccc(NCCCCCCCCCCCCCCCC(F)(F)F)cc1, [H-], [Na+]. The product is CCOC(=O)C(C(=O)OC(C)(C)C)C(=O)c1ccc(NCCCCCCCCCCCCCCCC(F)(F)F)cc1. RXN SMILES: [C:1]([CH2:2][C:3](=[O:4])[O:5][CH2:6][CH3:7])(=[O:8])[O:9][C:10]([CH3:11])([CH3:12])[CH3:13].[CH3:46][O:47][CH2:48][CH2:49][O:50][CH3:51].[ClH:16].[F:17][C:18]([CH2:19][CH2:20][CH2:21][CH2:22][CH2:23][CH2:24][CH2:25][CH2:26][CH2:27][CH2:28][CH2:29][CH2:30][CH2:31][CH2:32][CH2:33][NH:34][c:35]1[cH:36][cH:37][c:38]([C:39](=[O:40])[Cl:41])[cH:42][cH:43]1)([F:44])[F:45].[H-:14].[Na+:15]>>[C:1]([CH:2]([C:3](=[O:4])[O:5][CH2:6][CH3:7])[C:39]([c:38]1[cH:37][cH:36][c:35]([NH:34][CH2:33][CH2:32][CH2:31][CH2:30][CH2:29][CH2:28][CH2:27][CH2:26][CH2:25][CH2:24][CH2:23][CH2:22][CH2:21][CH2:20][CH2:19][C:18]([F:17])([F:44])[F:45])[cH:43][cH:42]1)=[O:40])(=[O:8])[O:9][C:10]([CH3:11])([CH3:12])[CH3:13]. The reactants are C(C)OC(C(F)(F)C1=CC=C(C=C1)Br)=O (2-(4-bromophenyl)-2,2-difluoroacetic acid ethyl ester), Cl (HCl), C(C)OC(C(F)(F)C1=CC=C(C=C1)Br)=O (2-(4-bromophenyl)-2,2-difluoroacetic acid ethyl ester), C(=O)([O-])[O-].[K+].[K+] (K2CO3). Run in CN(C)C=O (DMF). Conditions: temperature 25 celsius, time 18 hour. Yields the product BrC1=CC=C(C=C1)C(C(=O)O)(F)F (2-(4-bromophenyl)-2,2-difluoroacetic acid). As a reaction SMILES: C([O:3][C:4](=[O:15])[C:5]([C:8]1[CH:13]=[CH:12][C:11]([Br:14])=[CH:10][CH:9]=1)([F:7])[F:6])C.C([O-])([O-])=O.[K+].[K+].Cl>CN(C=O)C>[Br:14][C:11]1[CH:12]=[CH:13][C:8]([C:5]([F:6])([F:7])[C:4]([OH:15])=[O:3])=[CH:9][CH:10]=1 |f:1.2.3|. Procedure details: According to the above-described scheme, 2-(4-bromophenyl)-2,2-difluoroacetic acid ethyl ester (Compound 2f; 279.1 mg, 1.0 mmol), 1N K2CO3 solution (3.0 mL) and DMF (3.0 mL) were put into an eggplant flask, and the mixture was stirred at 25° C. for 18 hours. After the reaction, the reaction mixture was neutralized with 5% HCl solution, extracted with ethyl acetate and washed with water, and an organic layer was dried with anhydrous sodium sulfate. Ethyl acetate was distilled away under reduced p... Reactants: CC1=C(N2[C@@H]([C@@H](C2=O)NC(=O)[C@@H](C=3C=CC(=CC3)O)N)SC1)C(=O)O.CN(C)C=O (cefadroxil DMF), cefadroxil-monohydrate. The solvent is O (water). Reaction conditions: time 1 hour. The product is CC1=C(N2[C@@H]([C@@H](C2=O)NC(=O)[C@@H](C3=CC=C(C=C3)O)N)SC1)C(=O)O.O (cefadroxil monohydrate). As a reaction SMILES: [CH3:1][C:2]1[CH2:22][S:21][C@@H:5]2[C@H:6]([NH:9][C:10]([C@H:12]([NH2:20])[C:13]3[CH:14]=[CH:15][C:16]([OH:19])=[CH:17][CH:18]=3)=[O:11])[C:7](=[O:8])[N:4]2[C:3]=1[C:23]([OH:25])=[O:24].CN(C=[O:30])C>O>[CH3:1][C:2]1[CH2:22][S:21][C@@H:5]2[C@H:6]([NH:9][C:10]([C@H:12]([NH2:20])[C:13]3[CH:18]=[CH:17][C:16]([OH:19])=[CH:15][CH:14]=3)=[O:11])[C:7](=[O:8])[N:4]2[C:3]=1[C:23]([OH:25])=[O:24].[OH2:30] |f:0.1,3.4|. Procedure: The DMF-solvate of Step C was added in portions and with stirring in about 10 minutes to 175 ml of distilled water at room temperature. After the addition and dissolution of 5 g of the solvate, 1 g of seeding crystals of cefadroxil-monohydrate were added to the mixture. After the complete addition, stirring was continued for one hour and the pyramidal crystals were filtered and washed with water at 0° C. and dried under vacuo at about 30° C. to obtain 35.4 g of crystalline white cefadroxil monoh... Reported procedure: 3-[(8-amino-6-tetrazolo[1,5-b]pyridazinyl)thiomethyl]-7-(4-chloro-2-hydroxyimino-3-oxobutyramido)-3-cephem-4-carboxylic acid (5.12 g; 0.01 mole) was dissolved in anhydrous N,N-dimethylacetamide (25 ml). Thiourea (0.76 g; 0.01 mole) was added, and the mixture was stirred at room temperature for 3 hours. The resulting solution was dropped under stirring into ethyl acetate (250 ml). A gummy material precipitated; the supernatant mother liquors were discarded and the residue was carefully triturated... The reactants are NC=1C=2N(N=C(C1)SCC=1CS[C@H]3N(C1C(=O)O)C(C3NC(C(C(CCl)=O)=NO)=O)=O)N=NN2 (3-[(8-amino-6-tetrazolo[1,5-b]pyridazinyl)thiomethyl]-7-(4-chloro-2-hydroxyimino-3-oxobutyramido)-3-cephem-4-carboxylic acid), C(C)(=O)OCC (ethyl acetate), NC(=S)N (Thiourea). Product: hydrochloride salt, NC=1C=2N(N=C(C1)SCC=1CS[C@H]3N(C1C(=O)O)C(C3NC(C(=NO)C=3N=C(SC3)N)=O)=O)N=NN2 (3-[(8-amino-6-tetrazolo[1,5-b]pyridazinyl)thiomethyl]-7-[2-(2-amino-4-thiazolyl)-2-hydroxyiminoacetamido]-3-cephem-4-carboxylic acid). RXN SMILES: [NH2:1][C:2]1[C:3]2[N:4]([N:32]=[N:33][N:34]=2)[N:5]=[C:6]([S:8][CH2:9][C:10]2[CH2:11][S:12][C@@H:13]3[CH:20]([NH:21][C:22](=[O:30])[C:23](=[N:28][OH:29])[C:24](=O)[CH2:25]Cl)[C:19](=[O:31])[N:14]3[C:15]=2[C:16]([OH:18])=[O:17])[CH:7]=1.[NH2:35][C:36]([NH2:38])=[S:37].C(OCC)(=O)C>CN(C)C(=O)C>[NH2:1][C:2]1[C:3]2[N:4]([N:32]=[N:33][N:34]=2)[N:5]=[C:6]([S:8][CH2:9][C:10]2[CH2:11][S:12][C@@H:13]3[CH:20]([NH:21][C:22](=[O:30])[C:23]([C:24]4[N:35]=[C:36]([NH2:38])[S:37][CH:25]=4)=[N:28][OH:29])[C:19](=[O:31])[N:14]3[C:15]=2[C:16]([OH:18])=[O:17])[CH:7]=1. Solvent: CN(C(C)=O)C (N,N-dimethylacetamide). Conditions: time 3 hour.